This data is from the Open Reaction Database (ORD), a public repository of structured organic reaction records. The task is: describe an organic reaction: reactants, conditions, products, and yield Reported procedure: 4-Amino-6,7-dimethoxy-2-piperazino-quinazoline (3.44 g, 0.012 mole) and 2-chloro-4-phenylpyrimidine (2.5 g, 0.011 mole) [J. Chem. Soc., 2328 (1951)] in n-butanol (250 ml) were heated under reflux for six hours. After cooling the solid product was collected, washed with diethylether, and partitioned between chloroform and saturated aqueous sodium carbonate solution. The chloroform layer was separated, the aqueous layer extracted with chloroform and the combined chloroform layers were washed with ... Yields the product O.NC1=NC(=NC2=CC(=C(C=C12)OC)OC)N1CCN(CC1)C1=NC=CC(=N1)C1=CC=CC=C1.NC1=NC(=NC2=CC(=C(C=C12)OC)OC)N1CCN(CC1)C1=NC=CC(=N1)C1=CC=CC=C1 (4-amino-6,7-dimethoxy-2-[4-(4-phenylpyrimidin-2-yl)-piperazino] quinazoline hemihydrate). The reactants are NC1=NC(=NC2=CC(=C(C=C12)OC)OC)N1CCNCC1 (4-Amino-6,7-dimethoxy-2-piperazino-quinazoline), ClC1=NC=CC(=N1)C1=CC=CC=C1 (2-chloro-4-phenylpyrimidine). Run in C(CCC)O (n-butanol). Reaction SMILES: [NH2:1][C:2]1[C:11]2[C:6](=[CH:7][C:8]([O:14][CH3:15])=[C:9]([O:12][CH3:13])[CH:10]=2)[N:5]=[C:4]([N:16]2[CH2:21][CH2:20][NH:19][CH2:18][CH2:17]2)[N:3]=1.Cl[C:23]1[N:28]=[C:27]([C:29]2[CH:34]=[CH:33][CH:32]=[CH:31][CH:30]=2)[CH:26]=[CH:25][N:24]=1>C(O)CCC>[OH2:12].[NH2:1][C:2]1[C:11]2[C:6](=[CH:7][C:8]([O:14][CH3:15])=[C:9]([O:12][CH3:13])[CH:10]=2)[N:5]=[C:4]([N:16]2[CH2:21][CH2:20][N:19]([C:23]3[N:28]=[C:27]([C:29]4[CH:34]=[CH:33][CH:32]=[CH:31][CH:30]=4)[CH:26]=[CH:25][N:24]=3)[CH2:18][CH2:17]2)[N:3]=1.[NH2:1][C:2]1[C:11]2[C:6](=[CH:7][C:8]([O:14][CH3:15])=[C:9]([O:12][CH3:13])[CH:10]=2)[N:5]=[C:4]([N:16]2[CH2:21][CH2:20][N:19]([C:23]3[N:28]=[C:27]([C:29]4[CH:34]=[CH:33][CH:32]=[CH:31][CH:30]=4)[CH:26]=[CH:25][N:24]=3)[CH2:18][CH2:17]2)[N:3]=1 |f:3.4.5|. The yield is 63.0%. The reactants are ClCCl, O=C(OO)c1cccc(Cl)c1, Cc1cccnc1C. Product: Cc1cccnc1C=O. RXN SMILES: [Cl:20][CH2:21][Cl:22].[OH:9][O:10][C:11]([c:12]1[cH:13][c:14]([Cl:15])[cH:16][cH:17][cH:18]1)=[O:19].[n:1]1[c:2]([CH3:8])[c:3]([CH3:7])[cH:4][cH:5][cH:6]1>>[n:1]1[c:2]([CH:8]=[O:9])[c:3]([CH3:7])[cH:4][cH:5][cH:6]1.